This data is from the Open Reaction Database (ORD), a public repository of structured organic reaction records. The task is: describe an organic reaction: reactants, conditions, products, and yield Starting materials: COc1ccc(Br)c(C(=O)O)c1, CC(C)(C)OC(=O)NCC(=O)N1CCNCC1, CCN=C=NCCCN(C)C, CCN(C(C)C)C(C)C, Cl, CN(C)C=O, O, On1nnc2ccccc21. Yields the product COc1ccc(Br)c(C(=O)N2CCN(C(=O)CNC(=O)OC(C)(C)C)CC2)c1. RXN SMILES: [Br:20][c:21]1[c:22]([C:23](=[O:24])[OH:25])[cH:26][c:27]([O:30][CH3:31])[cH:28][cH:29]1.[C:44]([CH3:45])([CH3:46])([CH3:47])[O:48][C:49]([NH:50][CH2:51][C:52]([N:53]1[CH2:54][CH2:55][NH:56][CH2:57][CH2:58]1)=[O:59])=[O:60].[CH3:32][CH2:33][N:34]=[C:35]=[N:36][CH2:37][CH2:38][CH2:39][N:40]([CH3:41])[CH3:42].[CH:11]([N:12]([CH2:13][CH3:14])[CH:15]([CH3:16])[CH3:17])([CH3:18])[CH3:19].[ClH:43].[O:61]=[CH:62][N:63]([CH3:64])[CH3:65].[OH2:66].[OH:1][n:2]1[c:3]2[c:4]([cH:5][cH:6][cH:7][cH:8]2)[n:9][n:10]1>>[Br:20][c:21]1[c:22]([C:23](=[O:25])[N:56]2[CH2:55][CH2:54][N:53]([C:52]([CH2:51][NH:50][C:49]([O:48][C:44]([CH3:45])([CH3:46])[CH3:47])=[O:60])=[O:59])[CH2:58][CH2:57]2)[cH:26][c:27]([O:30][CH3:31])[cH:28][cH:29]1. Starting materials: CCC(C)=O, [NH2-], [Na], COC(=O)COCc1ccccc1. The product is CCC(=O)CC(=O)COCc1ccccc1. Reaction SMILES: [CH3:16][C:17]([CH2:18][CH3:19])=[O:20].[NH2-:2].[Na:1].[c:3]1([CH2:9][O:10][CH2:11][C:12]([O:14][CH3:13])=[O:15])[cH:4][cH:5][cH:6][cH:7][cH:8]1>>[c:3]1([CH2:9][O:10][CH2:11][C:12](=[O:14])[CH2:16][C:17]([CH2:18][CH3:19])=[O:20])[cH:4][cH:5][cH:6][cH:7][cH:8]1. The reactants are CCOC(=O)/N=N/C(=O)OCC (DEAD), BrC1=CN=C2NC=NC(=C21)Cl (5-bromo-4-chloro-1H-pyrrolo[2,3-d]pyrimidine), N1(CCOCC1)CCO (2-(4-morpholinyl)ethanol), C1(=CC=CC=C1)P(C1=CC=CC=C1)C1=CC=CC=C1 (triphenylphosphine). The solvent is O1CCCC1 (Tetrahydrofuran). Reaction conditions: time 8 hour. Product: BrC1=CN(C=2N=CN=C(C21)Cl)CCN2CCOCC2 (5-bromo-4-chloro-7-[2-(4-morpholinyl)ethyl]-7H-pyrrolo[2,3-d]pyrimidine). The yield is 82.4%. Reaction SMILES: [Br:1][C:2]1[C:10]2[C:5]([NH:6][CH:7]=[N:8][C:9]=2[Cl:11])=[N:4][CH:3]=1.[N:12]1([CH2:18][CH2:19]O)[CH2:17][CH2:16][O:15][CH2:14][CH2:13]1.C1(P(C2C=CC=CC=2)C2C=CC=CC=2)C=CC=CC=1.CCOC(/N=N/C(OCC)=O)=O>O1CCCC1>[Br:1][C:2]1[C:10]2[C:9]([Cl:11])=[N:8][CH:7]=[N:6][C:5]=2[N:4]([CH2:19][CH2:18][N:12]2[CH2:17][CH2:16][O:15][CH2:14][CH2:13]2)[CH:3]=1. Reported procedure: To 5-bromo-4-chloro-1H-pyrrolo[2,3-d]pyrimidine (200 mg, 0.860 mmol), 2-(4-morpholinyl)ethanol (0.316 mL, 2.58 mmol) and triphenylphosphine (451 mg, 1.721 mmol) was added Tetrahydrofuran (THF) (5 mL). To the reaction was then added by dropwise DEAD (0.272 mL, 1.721 mmol). The solution was then let stir overnight at room temperature. The reaction was then concentrated and diluted with water (10 ml) then extracted by EtOAc (3×10 ml). The organics were combined, washed with brine, dried over MgSO4,... Starting materials: NC=1C(=C(C(=O)O)C=CC1)O (3-amino-2-hydroxybenzoic acid), C(C)C(C([O-])([O-])[O-])(CC)CC (triethylorthoacetate), CC1=CC=C(C=C1)S(=O)(=O)O (P-toluenesulfonic acid). The product is CC=1OC2=C(N1)C=CC=C2C(=O)OCC (ethyl 2-methylbenzo[d]oxazole-7-carboxylate). Isolated yield 95.0%. RXN SMILES: [NH2:1][C:2]1[C:3]([OH:11])=[C:4]([CH:8]=[CH:9][CH:10]=1)[C:5]([OH:7])=[O:6].[CH2:12](C(CC)(CC)C([O-])([O-])[O-])[CH3:13].[CH3:23][C:24]1C=CC(S(O)(=O)=O)=CC=1>>[CH3:12][C:13]1[O:11][C:3]2[C:4]([C:5]([O:7][CH2:23][CH3:24])=[O:6])=[CH:8][CH:9]=[CH:10][C:2]=2[N:1]=1. Procedure details: A solution of 3-amino-2-hydroxybenzoic acid (1 g, 6.53 mmol), triethylorthoacetate (4 mL), and P-toluenesulfonic acid (40 mg) was heated at 100° C. for 18 hours. The reaction was concentrated in vacuo and the crude product was purified by flash column chromatography on silica gel with hexanes and EtOAc (30%) to afford ethyl 2-methylbenzo[d]oxazole-7-carboxylate (743) (1.27 g, 95%). As a reaction SMILES: [F:1][c:2]1[cH:3][cH:4][c:5]([C:8](=[CH:9][CH2:10][CH2:11][N:12]2[CH2:13][CH2:14][C:15]3([C:16]([CH3:27])([OH:28])[N:17]([CH:21]4[CH2:22][CH2:23][CH2:24][CH2:25][CH2:26]4)[C:18](=[O:20])[O:19]3)[CH2:29][CH2:30]2)[c:31]2[cH:32][cH:33][c:34]([F:37])[cH:35][cH:36]2)[cH:6][cH:7]1.[Na+:51].[OH-:50].[OH2:38].[c:39]1([CH3:40])[cH:41][cH:42][c:43]([S:44]([OH:45])(=[O:46])=[O:47])[cH:48][cH:49]1.[c:52]1([CH3:53])[c:54]([CH3:55])[cH:56][cH:57][cH:58][cH:59]1>>[F:1][c:2]1[cH:3][cH:4][c:5]([C:8](=[CH:9][CH2:10][CH2:11][N:12]2[CH2:13][CH2:14][C:15]3([C:16](=[CH2:27])[N:17]([CH:21]4[CH2:22][CH2:23][CH2:24][CH2:25][CH2:26]4)[C:18](=[O:20])[O:19]3)[CH2:29][CH2:30]2)[c:31]2[cH:32][cH:33][c:34]([F:37])[cH:35][cH:36]2)[cH:6][cH:7]1. Yields the product C=C1N(C2CCCCC2)C(=O)OC12CCN(CCC=C(c1ccc(F)cc1)c1ccc(F)cc1)CC2. Reactants: CC1(O)N(C2CCCCC2)C(=O)OC12CCN(CCC=C(c1ccc(F)cc1)c1ccc(F)cc1)CC2, [Na+], [OH-], O, Cc1ccc(S(=O)(=O)O)cc1, Cc1ccccc1C. The reactants are ClC1=CC=C(C=C1)C=1C(=NC=C(C(=O)O)C1)OCC=1N(C=CN1)C (5-(4-chloro-phenyl)-6-(1-methyl-1H-imidazol-2-ylmethoxy)-nicotinic acid), N[C@H]1[C@@H](CCCC1)O ((1R,2R)-2-amino-1-cyclohexanol). The product is ClC1=CC=C(C=C1)C=1C(=NC=C(C(=O)N[C@H]2[C@@H](CCCC2)O)C1)OCC=1N(C=CN1)C (5-(4-chloro-phenyl)-N-((1R,2R)-2-hydroxy-cyclohexyl)-6-(1-methyl-1H-imidazol-2-ylmethoxy)-nicotinamide). As a reaction SMILES: [Cl:1][C:2]1[CH:7]=[CH:6][C:5]([C:8]2[C:9]([O:17][CH2:18][C:19]3[N:20]([CH3:24])[CH:21]=[CH:22][N:23]=3)=[N:10][CH:11]=[C:12]([CH:16]=2)[C:13](O)=[O:14])=[CH:4][CH:3]=1.[NH2:25][C@@H:26]1[CH2:31][CH2:30][CH2:29][CH2:28][C@H:27]1[OH:32]>>[Cl:1][C:2]1[CH:7]=[CH:6][C:5]([C:8]2[C:9]([O:17][CH2:18][C:19]3[N:20]([CH3:24])[CH:21]=[CH:22][N:23]=3)=[N:10][CH:11]=[C:12]([CH:16]=2)[C:13]([NH:25][C@@H:26]2[CH2:31][CH2:30][CH2:29][CH2:28][C@H:27]2[OH:32])=[O:14])=[CH:4][CH:3]=1. Procedure: The title compound was synthesized in analogy to Example 5d, using 5-(4-chloro-phenyl)-6-(1-methyl-1H-imidazol-2-ylmethoxy)-nicotinic acid and (1R,2R)-2-amino-1-cyclohexanol as starting materials to yield 5-(4-chloro-phenyl)-N-((1R,2R)-2-hydroxy-cyclohexyl)-6-(1-methyl-1H-imidazol-2-ylmethoxy)-nicotinamide, MS (ISP) 441.2 (M+H)+. The reactants are C(C1=CC=CC=C1)(C1=CC=CC=C1)(C1=CC=CC=C1)NC=1SC=C(N1)C(C(=O)NC1[C@@H]2N(C(=C(CS2)COC(C)=O)C(=O)OC(C2=CC=CC=C2)C2=CC=CC=C2)C1=O)=NO (diphenylmethyl 7-[2-(2-tritylamino-4-thiazolyl)-2-hydroxyimino-acetamido]-3-acetoxymethyl-ceph-3-eme-4-carboxylate), BrCC(=O)OC(C)(C)C (tert.-butyl bromoacetate). The reagents and catalysts are [Ag]=O (silver oxide). Run in CN(C=O)C (dimethylformamide). Reaction conditions: time 5 minute. Product: C(C1=CC=CC=C1)(C1=CC=CC=C1)(C1=CC=CC=C1)NC=1SC=C(N1)C(C(=O)NC1[C@@H]2N(C(=C(CS2)COC(C)=O)C(=O)OC(C2=CC=CC=C2)C2=CC=CC=C2)C1=O)=NOCC(=O)OC(C)(C)C (diphenylmethyl 7-[2-(2-tritylamino-4-thiazolyl)-2-(tert.-butoxycarbonylmethyloxyimino)-acetamido]-3-acetoxymethyl-ceph-3-eme-4-carboxylate). As a reaction SMILES: [C:1]([NH:20][C:21]1[S:22][CH:23]=[C:24]([C:26](=[N:60][OH:61])[C:27]([NH:29][CH:30]2[C:58](=[O:59])[N:32]3[C:33]([C:42]([O:44][CH:45]([C:52]4[CH:57]=[CH:56][CH:55]=[CH:54][CH:53]=4)[C:46]4[CH:51]=[CH:50][CH:49]=[CH:48][CH:47]=4)=[O:43])=[C:34]([CH2:37][O:38][C:39](=[O:41])[CH3:40])[CH2:35][S:36][C@H:31]23)=[O:28])[N:25]=1)([C:14]1[CH:19]=[CH:18][CH:17]=[CH:16][CH:15]=1)([C:8]1[CH:13]=[CH:12][CH:11]=[CH:10][CH:9]=1)[C:2]1[CH:7]=[CH:6][CH:5]=[CH:4][CH:3]=1.Br[CH2:63][C:64]([O:66][C:67]([CH3:70])([CH3:69])[CH3:68])=[O:65]>[Ag]=O.CN(C)C=O>[C:1]([NH:20][C:21]1[S:22][CH:23]=[C:24]([C:26](=[N:60][O:61][CH2:63][C:64]([O:66][C:67]([CH3:70])([CH3:69])[CH3:68])=[O:65])[C:27]([NH:29][CH:30]2[C:58](=[O:59])[N:32]3[C:33]([C:42]([O:44][CH:45]([C:52]4[CH:53]=[CH:54][CH:55]=[CH:56][CH:57]=4)[C:46]4[CH:51]=[CH:50][CH:49]=[CH:48][CH:47]=4)=[O:43])=[C:34]([CH2:37][O:38][C:39](=[O:41])[CH3:40])[CH2:35][S:36][C@H:31]23)=[O:28])[N:25]=1)([C:2]1[CH:7]=[CH:6][CH:5]=[CH:4][CH:3]=1)([C:14]1[CH:15]=[CH:16][CH:17]=[CH:18][CH:19]=1)[C:8]1[CH:9]=[CH:10][CH:11]=[CH:12][CH:13]=1. Procedure: A mixture of 0.85 g of the product of Step D, 0.8 ml of tert.-butyl bromoacetate and 4 ml of dimethylformamide stood in an ice bath for 5 minutes and then 1.7 g of silver oxide were added thereto. The mixture was stirred for one hour after removal of the bath and the mixture was vacuum filtered. The filter was rinsed with ethyl acetate and 80 ml of water were added to the filtrate which was decanted. The aqueous phase was extracted twice with 20 ml of ethyl acetate and the combined organic phase... Starting materials: crude material, COCN(CC[Si](C)(C)C)CCC (Methoxymethyl-propyl-trimethylsilanylethyl-amine), BrC=1C=NC(=NC1)C=C (5-bromo-2-vinyl-pyrimidine), C(=O)(C(F)(F)F)O (TFA). The solvent is C(Cl)Cl (CH2Cl2), C(Cl)Cl (CH2Cl2), C(Cl)Cl (CH2Cl2). Conditions: time 2 hour. Product: BrC=1C=NC(=NC1)C1CN(CC1)CCC (5-Bromo-2-(1-propyl-pyrrolidin-3-yl)-pyrimidine). Isolated yield 35.3%. Reaction SMILES: CO[CH2:3][N:4]([CH2:11][CH2:12][CH3:13])[CH2:5][CH2:6][Si](C)(C)C.[Br:14][C:15]1[CH:16]=[N:17][C:18]([CH:21]=C)=[N:19][CH:20]=1.C(O)(C(F)(F)F)=O>C(Cl)Cl>[Br:14][C:15]1[CH:16]=[N:17][C:18]([CH:21]2[CH2:6][CH2:5][N:4]([CH2:11][CH2:12][CH3:13])[CH2:3]2)=[N:19][CH:20]=1. Reported procedure: Methoxymethyl-propyl-trimethylsilanylethyl-amine (14.13 g, 74.61 mmol) in CH2Cl2 (4 ml) was added dropwise to a 0° C. cooled solution of 5-bromo-2-vinyl-pyrimidine (2 g, 10.80 mmol) and TFA (210 μl, 2.72 mmol) in CH2Cl2 (45 ml) over a period of 20 min. The reaction mixture was then stirred at room temperature for 2 h. The crude material was diluted with CH2Cl2, washed with saturated aqueous NaHCO3 and the organic layer was dried over Na2SO4 and evaporated. The residue was chromatographied on sil... Reported procedure: The title compound, MS: m/e=335.2 (M+H+), was prepared in accordance with the general method of example 15 step 1 and step 3 from 8-chloro-5-iodo-2-methyl-[1,7]naphthyridine (Example I), 3-fluoropyridine-5-boronic acid and 1-methyl-1H-pyrazol-3-ylamine. Yields the product FC=1C=C(C=NC1)C1=C2C=CC(=NC2=C(N=C1)NC1=NN(C=C1)C)C ([5-(5-Fluoro-pyridin-3-yl)-2-methyl-[1,7]naphthyridin-8-yl]-(1-methyl-1H-pyrazol-3-yl)-amine). Reaction SMILES: Cl[C:2]1[N:3]=[CH:4][C:5](I)=[C:6]2[C:11]=1[N:10]=[C:9]([CH3:12])[CH:8]=[CH:7]2.[F:14][C:15]1[CH:16]=[N:17][CH:18]=[C:19](B(O)O)[CH:20]=1.[CH3:24][N:25]1[CH:29]=[CH:28][C:27]([NH2:30])=[N:26]1>>[F:14][C:15]1[CH:20]=[C:19]([C:5]2[CH:4]=[N:3][C:2]([NH:30][C:27]3[CH:28]=[CH:29][N:25]([CH3:24])[N:26]=3)=[C:11]3[C:6]=2[CH:7]=[CH:8][C:9]([CH3:12])=[N:10]3)[CH:18]=[N:17][CH:16]=1. The reactants are ClC=1N=CC(=C2C=CC(=NC12)C)I (8-chloro-5-iodo-2-methyl-[1,7]naphthyridine), FC=1C=NC=C(C1)B(O)O (3-fluoropyridine-5-boronic acid), CN1N=C(C=C1)N (1-methyl-1H-pyrazol-3-ylamine).